This data is from the Open Reaction Database (ORD), a public repository of structured organic reaction records. The task is: describe an organic reaction: reactants, conditions, products, and yield Starting materials: O=C([O-])[O-], [I-], [K+], [K+], [K+], O=c1[nH]nc(-c2cccc([N+](=O)[O-])c2)c2ncccc12, C1CCOC1, ClCc1ccncc1. Yields the product O=c1c2cccnc2c(-c2cccc([N+](=O)[O-])c2)nn1Cc1ccncc1. As a reaction SMILES: [C:21](=[O:22])([O-:23])[O-:24].[I-:28].[K+:25].[K+:26].[K+:27].[N+:1](=[O:2])([O-:3])[c:4]1[cH:5][c:6](-[c:10]2[n:11][nH:12][c:13](=[O:20])[c:14]3[c:15]2[n:16][cH:17][cH:18][cH:19]3)[cH:7][cH:8][cH:9]1.[O:37]1[CH2:38][CH2:39][CH2:40][CH2:41]1.[cH:29]1[cH:30][c:31]([CH2:35][Cl:36])[cH:32][cH:33][n:34]1>>[N+:1](=[O:2])([O-:3])[c:4]1[cH:5][c:6](-[c:10]2[n:11][n:12]([CH2:35][c:31]3[cH:30][cH:29][n:34][cH:33][cH:32]3)[c:13](=[O:20])[c:14]3[c:15]2[n:16][cH:17][cH:18][cH:19]3)[cH:7][cH:8][cH:9]1. As a reaction SMILES: [Br:1][c:2]1[nH:3][c:4]2[cH:5][c:6]([C:17](=[O:18])[O:19][CH3:20])[cH:7][cH:8][c:9]2[c:10]1[CH:11]1[CH2:12][CH2:13][CH2:14][CH2:15][CH2:16]1.[C:37](=[O:38])([O-:39])[OH:40].[CH3:21][C:22]1([CH3:23])[C:24]([CH3:25])([CH3:26])[O:27][B:28]([c:29]2[c:30]([NH2:35])[cH:31][cH:32][cH:33][cH:34]2)[O:36]1.[CH3:42][O:43][CH2:44][CH2:45][O:46][CH3:47].[Na+:41].[OH2:48].[cH:49]1[cH:50][cH:51][c:52]([P:53]([Pd:54]([P:55]([c:56]2[cH:57][cH:58][cH:59][cH:60][cH:61]2)([c:62]2[cH:63][cH:64][cH:65][cH:66][cH:67]2)[c:68]2[cH:69][cH:70][cH:71][cH:72][cH:73]2)([P:74]([c:75]2[cH:76][cH:77][cH:78][cH:79][cH:80]2)([c:81]2[cH:82][cH:83][cH:84][cH:85][cH:86]2)[c:87]2[cH:88][cH:89][cH:90][cH:91][cH:92]2)[P:93]([c:94]2[cH:95][cH:96][cH:97][cH:98][cH:99]2)([c:100]2[cH:101][cH:102][cH:103][cH:104][cH:105]2)[c:106]2[cH:107][cH:108][cH:109][cH:110][cH:111]2)([c:112]2[cH:113][cH:114][cH:115][cH:116][cH:117]2)[c:118]2[cH:119][cH:120][cH:121][cH:122][cH:123]2)[cH:124][cH:125]1>>[c:2]1(-[c:29]2[c:30]([NH2:35])[cH:31][cH:32][cH:33][cH:34]2)[nH:3][c:4]2[cH:5][c:6]([C:17](=[O:18])[O:19][CH3:20])[cH:7][cH:8][c:9]2[c:10]1[CH:11]1[CH2:12][CH2:13][CH2:14][CH2:15][CH2:16]1. Yields the product COC(=O)c1ccc2c(C3CCCCC3)c(-c3ccccc3N)[nH]c2c1. Reactants: COC(=O)c1ccc2c(C3CCCCC3)c(Br)[nH]c2c1, O=C([O-])O, CC1(C)OB(c2ccccc2N)OC1(C)C, COCCOC, [Na+], O, c1ccc(P(c2ccccc2)(c2ccccc2)[Pd](P(c2ccccc2)(c2ccccc2)c2ccccc2)(P(c2ccccc2)(c2ccccc2)c2ccccc2)P(c2ccccc2)(c2ccccc2)c2ccccc2)cc1. Starting materials: CCOC(C)=O, ClC(c1ccccc1)(c1ccccc1)c1ccccc1, CCOC(=O)c1cn[nH]c1, CC(C)(C)[O-], [K+], CN(C)C=O, O. Product: CCOC(=O)c1cnn(C(c2ccccc2)(c2ccccc2)c2ccccc2)c1. As a reaction SMILES: [C:37]([O:38][CH2:39][CH3:40])(=[O:41])[CH3:42].[C:7]([c:8]1[cH:9][cH:10][cH:11][cH:12][cH:13]1)([c:14]1[cH:15][cH:16][cH:17][cH:18][cH:19]1)([c:20]1[cH:21][cH:22][cH:23][cH:24][cH:25]1)[Cl:26].[CH2:27]([CH3:28])[O:29][C:30](=[O:31])[c:32]1[cH:33][n:34][nH:35][cH:36]1.[CH3:1][C:2]([CH3:3])([O-:4])[CH3:5].[K+:6].[O:44]=[CH:45][N:46]([CH3:47])[CH3:48].[OH2:43]>>[C:7]([c:8]1[cH:9][cH:10][cH:11][cH:12][cH:13]1)([c:14]1[cH:15][cH:16][cH:17][cH:18][cH:19]1)([c:20]1[cH:21][cH:22][cH:23][cH:24][cH:25]1)[n:35]1[n:34][cH:33][c:32]([C:30]([O:29][CH2:27][CH3:28])=[O:31])[cH:36]1. Reactants: ClC1=C2C(=NC=C1[N+](=O)[O-])C=CS2 (7-Chloro-6-nitrothieno[3,2-b]pyridine), NC1CCN(CC1)C(=O)OC(C)(C)C (tert-butyl 4-aminopiperidine-1-carboxylate), C(C)(C)N(C(C)C)CC (N,N-diisopropylethylamine). Solvent: C(C)(C)O (isopropyl alcohol). Run at temperature 90 celsius. The product is [N+](=O)([O-])C=1C(=C2C(=NC1)C=CS2)NC2CCN(CC2)C(=O)OC(C)(C)C (tert-Butyl 4-[(6-nitrothieno[3,2-b]pyridin-7-yl)amino]piperidine-1-carboxylate). Isolated yield 83.0%. Reaction SMILES: Cl[C:2]1[C:7]([N+:8]([O-:10])=[O:9])=[CH:6][N:5]=[C:4]2[CH:11]=[CH:12][S:13][C:3]=12.[NH2:14][CH:15]1[CH2:20][CH2:19][N:18]([C:21]([O:23][C:24]([CH3:27])([CH3:26])[CH3:25])=[O:22])[CH2:17][CH2:16]1.C(N(CC)C(C)C)(C)C>C(O)(C)C>[N+:8]([C:7]1[C:2]([NH:14][CH:15]2[CH2:16][CH2:17][N:18]([C:21]([O:23][C:24]([CH3:27])([CH3:26])[CH3:25])=[O:22])[CH2:19][CH2:20]2)=[C:3]2[S:13][CH:12]=[CH:11][C:4]2=[N:5][CH:6]=1)([O-:10])=[O:9]. Reported procedure: A mixture of 7-chloro-6-nitrothieno[3,2-b]pyridine (0.48 g, 2.2 mmol) (Example 1, Step 2), tert-butyl 4-aminopiperidine-1-carboxylate (from Aldrich, 0.67 g, 3.4 mmol) and N,N-diisopropylethylamine (1.2 mL, 6.7 mmol) in isopropyl alcohol (7.6 mL) was heated at 90° C. for 2 h. The precipitate was washed with isopropyl alcohol to give the desired product (0.70 83%). LCMS calculated for C17H23N4O4S (M+H)+: m/z=379.1. Found: 379.2. Reactants: CC1([C@@H]([C@@H]1C=C)C(=O)O)C ((1R,cis) 2,2-dimethyl-3-ethenyl-cyclopropane carboxylic acid), C(C#C)N1C(=C(C=C1)CO)C(F)(F)F (1-(2-propynyl)-2-trifluromethyl-3-pyrrole-methanol). Run in C1(=CC=CC=C1)C (toluene). The product is CC1([C@@H]([C@@H]1C=C)C(=O)OCC1=C(N(C=C1)CC#C)C(F)(F)F)C ([2-trifluoromethyl-1-(2-propynyl)-1H-pyrrol-3-yl]-methyl (1R,cis) 2,2-dimethyl-3-ethenyl-cyclopropane carboxylate). Yield: 99.9%. Reaction SMILES: [CH3:1][C:2]1([CH3:10])[C@@H:4]([CH:5]=[CH2:6])[C@H:3]1[C:7]([OH:9])=[O:8].[CH2:11]([N:14]1[CH:18]=[CH:17][C:16]([CH2:19]O)=[C:15]1[C:21]([F:24])([F:23])[F:22])[C:12]#[CH:13]>C1(C)C=CC=CC=1>[CH3:1][C:2]1([CH3:10])[C@@H:4]([CH:5]=[CH2:6])[C@H:3]1[C:7]([O:9][CH2:19][C:16]1[CH:17]=[CH:18][N:14]([CH2:11][C:12]#[CH:13])[C:15]=1[C:21]([F:24])([F:23])[F:22])=[O:8]. Reported procedure: Using the procedure of Example 1, 610 mg of (1R,cis) 2,2-dimethyl-3-ethenyl-cyclopropane carboxylic acid and with 800 mg of 1-(2-propynyl)-2-trifluromethyl-3-pyrrole-methanol were reacted to obtain 1.28 g of [2-trifluoromethyl-1-(2-propynyl)-1H-pyrrol-3-yl]-methyl (1R,cis) 2,2-dimethyl-3-ethenyl-cyclopropane carboxylate with a specific rotation of [α]D =+9° (0.2% toluene) Reactants: FC1=CC=CC(=N1)C1=NC2=CC(=CC(=C2C(N1)=O)OC)OC (2-(6-fluoropyridin-2-yl)-5,7-dimethoxyquinazolin-4(3H)-one), Cl.Cl.N1(CCNCC1)C(CO)C (2-(piperazin-1-yl)propan-1-ol dihydrochloride), CN(C(=N)N(C)C)C (1,1,3,3-tetramethylguanidine). The solvent is CS(=O)C (DMSO), O (water). Conditions: temperature 85 celsius. Product: OCC(C)N1CCN(CC1)C1=CC=CC(=N1)C1=NC2=CC(=CC(=C2C(N1)=O)OC)OC (2-(6-(4-(1-hydroxypropan-2-yl)piperazin-1-yl)pyridin-2-yl)-5,7-dimethoxyquinazolin-4(3H)-one). Isolated yield 54.4%. As a reaction SMILES: F[C:2]1[N:7]=[C:6]([C:8]2[NH:17][C:16](=[O:18])[C:15]3[C:10](=[CH:11][C:12]([O:21][CH3:22])=[CH:13][C:14]=3[O:19][CH3:20])[N:9]=2)[CH:5]=[CH:4][CH:3]=1.Cl.Cl.[N:25]1([CH:31]([CH3:34])[CH2:32][OH:33])[CH2:30][CH2:29][NH:28][CH2:27][CH2:26]1.CN(C)C(N(C)C)=N>CS(C)=O.O>[OH:33][CH2:32][CH:31]([N:25]1[CH2:30][CH2:29][N:28]([C:2]2[N:7]=[C:6]([C:8]3[NH:17][C:16](=[O:18])[C:15]4[C:10](=[CH:11][C:12]([O:21][CH3:22])=[CH:13][C:14]=4[O:19][CH3:20])[N:9]=3)[CH:5]=[CH:4][CH:3]=2)[CH2:27][CH2:26]1)[CH3:34] |f:1.2.3|. Procedure: A mixture of 2-(6-fluoropyridin-2-yl)-5,7-dimethoxyquinazolin-4(3H)-one (0.202 g, 0.67 mmol), 2-(piperazin-1-yl)propan-1-ol dihydrochloride (0.292 g, 1.34 mmol) and 1,1,3,3-tetramethylguanidine (0.310 g, 2.69 mmol) in dry DMSO (1.5 mL) was heated at 85° C. for 6 h. After that time the reaction was cooled to rt, diluted with water (15 mL) and extracted with ethyl acetate (2×30 mL). The combined organic phase was washed with brine, dried over sodium sulfate, filtered and concentrated under reduced... Starting materials: CC(=O)O, O=C(O)CCc1nc(-c2ccc(Cl)cc2)co1, ClCCl, [N-]=[N+]=C(c1ccccc1)c1ccccc1. Product: O=C(CCc1nc(-c2ccc(Cl)cc2)co1)OC(c1ccccc1)c1ccccc1. As a reaction SMILES: [CH3:33][C:34](=[O:35])[OH:36].[Cl:1][c:2]1[cH:3][cH:4][c:5](-[c:8]2[n:9][c:10]([CH2:13][CH2:14][C:15](=[O:16])[OH:17])[o:11][cH:12]2)[cH:6][cH:7]1.[Cl:37][CH2:38][Cl:39].[c:18]1([C:24](=[N+:25]=[N-:26])[c:27]2[cH:28][cH:29][cH:30][cH:31][cH:32]2)[cH:19][cH:20][cH:21][cH:22][cH:23]1>>[Cl:1][c:2]1[cH:3][cH:4][c:5](-[c:8]2[n:9][c:10]([CH2:13][CH2:14][C:15](=[O:16])[O:17][CH:24]([c:18]3[cH:19][cH:20][cH:21][cH:22][cH:23]3)[c:27]3[cH:28][cH:29][cH:30][cH:31][cH:32]3)[o:11][cH:12]2)[cH:6][cH:7]1.